This data is from the Open Reaction Database (ORD), a public repository of structured organic reaction records. The task is: describe an organic reaction: reactants, conditions, products, and yield Reactants: C1(=CC=CC=C1)P(C1=CC=CC=C1)C1=CC=CC=C1 (Triphenylphosphine), C(#C)C=1N=C(N(C1)C1=CC=C(C=C1)F)C (4-ethynyl-1-(4-fluoro-phenyl)-2-methyl-1H-imidazole), IC1=CC(=NC=C1)C (4-Iodo-2-methyl-pyridine). The reagents and catalysts are C1=CC=C(C=C1)P(C2=CC=CC=C2)C3=CC=CC=C3.C1=CC=C(C=C1)P(C2=CC=CC=C2)C3=CC=CC=C3.Cl[Pd]Cl (bis(triphenylphosphin)palladium(II)chloride), [Cu]I (Copper(I)iodide). Run in C1CCOC1 (THF), N1CCCCC1 (piperidine). Run at time 1 hour. Yields the product FC1=CC=C(C=C1)N1C(=NC(=C1)C#CC1=CC(=NC=C1)C)C (4-[1-(4-Fluoro-phenyl)-2-methyl-1H-imidazol-4-ylethynyl]-2-methyl-pyridine), solid. Yield: 34.0%. RXN SMILES: I[C:2]1[CH:7]=[CH:6][N:5]=[C:4]([CH3:8])[CH:3]=1.C1(P(C2C=CC=CC=2)C2C=CC=CC=2)C=CC=CC=1.[C:28]([C:30]1[N:31]=[C:32]([CH3:42])[N:33]([C:35]2[CH:40]=[CH:39][C:38]([F:41])=[CH:37][CH:36]=2)[CH:34]=1)#[CH:29]>C1COCC1.N1CCCCC1.C1C=CC(P(C2C=CC=CC=2)C2C=CC=CC=2)=CC=1.C1C=CC(P(C2C=CC=CC=2)C2C=CC=CC=2)=CC=1.Cl[Pd]Cl.[Cu]I>[F:41][C:38]1[CH:37]=[CH:36][C:35]([N:33]2[CH:34]=[C:30]([C:28]#[C:29][C:2]3[CH:7]=[CH:6][N:5]=[C:4]([CH3:8])[CH:3]=3)[N:31]=[C:32]2[CH3:42])=[CH:40][CH:39]=1 |f:5.6.7|. Procedure: 4-Iodo-2-methyl-pyridine (656 mg, 3.0 mmol) was dissolved in 10 mL dry THF and 10 mL piperidine. This mixture was evacuated and backfilled with argon several times to remove oxygen from the solution. Triphenylphosphine (20 mg, 0.07 mmol) and bis(triphenylphosphin)palladium(II)chloride (175 mg, 0.10 mmol) were added and the reaction mixture was stirred at RT for 1 h. Copper(I)iodide (14 mg, 0.07 mmol) and 4-ethynyl-1-(4-fluoro-phenyl)-2-methyl-1H-imidazole (IV-1) (500 mg, 2.5 mmol) were added. Th... Reactants: C(C1=CC=CC=C1)I (benzyl iodide), C1SC(N2CC=3C=CC=CC3C[C@H]21)=S ((S)-1,5,10,10a-Tetrahydrothiazolo[3,4-b]-isoquinoline-3-thione), C(C)(C)OC(C)C (diisopropyl ether). Run in C(Cl)Cl (methylene chloride). The product is [I-].C(C1=CC=CC=C1)SC=1SC[C@H]2[N+]1CC=1C=CC=CC1C2 ((S)-3-Benzylthio-1,5,10,10a-tetrahydrothiazolo[3,4-b]isoquinolinium iodide). Yield: 89.3%. Reaction SMILES: [CH2:1]1[C@H:13]2[N:4]([CH2:5][C:6]3[CH:7]=[CH:8][CH:9]=[CH:10][C:11]=3[CH2:12]2)[C:3](=[S:14])[S:2]1.[CH2:15]([I:22])[C:16]1[CH:21]=[CH:20][CH:19]=[CH:18][CH:17]=1.C(OC(C)C)(C)C>C(Cl)Cl>[I-:22].[CH2:15]([S:14][C:3]1[S:2][CH2:1][C@@H:13]2[CH2:12][C:11]3[CH:10]=[CH:9][CH:8]=[CH:7][C:6]=3[CH2:5][N+:4]=12)[C:16]1[CH:21]=[CH:20][CH:19]=[CH:18][CH:17]=1 |f:4.5|. Reported procedure: (S)-1,5,10,10a-Tetrahydrothiazolo[3,4-b]-isoquinoline-3-thione (8.8 g) is dissolved in methylene chloride (100 cc), and benzyl iodide (9.5 g) is added. After 48 hours at a temperature of about 20° C., diisopropyl ether (200 cc) is added. The resulting precipitate is filtered off, washed with diisopropyl ether and dried at 20° C. under reduced pressure (1 mm Hg; 0.13 kPa). (S)-3-Benzylthio-1,5,10,10a-tetrahydrothiazolo[3,4-b]isoquinolinium iodide (15.6 g) is thus obtained. Starting materials: CC1CCN(c2ccccc2NC(=O)c2nc(C#N)cn2COCC[Si](C)(C)C)CC1, CCO, ClCCl, O=C(O)C(F)(F)F. The product is CC1CCN(c2ccccc2NC(=O)c2nc(C#N)c[nH]2)CC1, O=C(O)C(F)(F)F. Reaction SMILES: [CH3:1][CH:2]1[CH2:3][CH2:4][N:5]([c:8]2[c:9]([NH:14][C:15](=[O:16])[c:17]3[n:18]([CH2:24][O:25][CH2:26][CH2:27][Si:28]([CH3:29])([CH3:30])[CH3:31])[cH:19][c:20]([C:22]#[N:23])[n:21]3)[cH:10][cH:11][cH:12][cH:13]2)[CH2:6][CH2:7]1.[CH3:32][CH2:33][OH:34].[Cl:42][CH2:43][Cl:44].[F:35][C:36]([C:37](=[O:38])[OH:39])([F:40])[F:41]>>[CH3:1][CH:2]1[CH2:3][CH2:4][N:5]([c:8]2[c:9]([NH:14][C:15](=[O:16])[c:17]3[nH:18][cH:19][c:20]([C:22]#[N:23])[n:21]3)[cH:10][cH:11][cH:12][cH:13]2)[CH2:6][CH2:7]1.[F:35][C:36]([C:37](=[O:38])[OH:39])([F:40])[F:41].